From a dataset of the Open Reaction Database (ORD), a public repository of structured organic reaction records. describe an organic reaction: reactants, conditions, products, and yield Reactants: NC=1C=C(C(=O)O)C=C(C1)[N+](=O)[O-] (3-Amino-5-nitrobenzoic acid), C1CCC(CC1)N=C=NC2CCCCC2 (DCC). Solvent: CCO (EtOH). Product: C(C)OC(C1=CC(=CC(=C1)[N+](=O)[O-])N)=O (3-Amino-5-nitrobenzoic acid ethyl ester), powder. Yield: 85.7%. Reaction SMILES: [NH2:1][C:2]1[CH:3]=[C:4]([CH:8]=[C:9]([N+:11]([O-:13])=[O:12])[CH:10]=1)[C:5]([OH:7])=[O:6].[CH2:14]1CCC(N=C=NC2CCCCC2)C[CH2:15]1>CCO>[CH2:14]([O:6][C:5](=[O:7])[C:4]1[CH:8]=[C:9]([N+:11]([O-:13])=[O:12])[CH:10]=[C:2]([NH2:1])[CH:3]=1)[CH3:15]. Procedure: 3-Amino-5-nitrobenzoic acid (910 mg, 5.0 mmol) was dissolved in EtOH (25 mL). DCC (1.51 g, 7.3 mmol) was added, and the mixture was stirred under reflux overnight. The solid precipitation was filtered off and the filtrate was evaporated. The residue was triturated in the solvent mixture ether:hexane:ethyl acetate, 5:5:1. The title compound was isolated as a fine light yellow powder (0.9 g, 85.7%). The reactants are CN(C)C=O, O=[N+]([O-])c1c(F)cccc1F, [H-], Nc1ccccc1F, [Na+]. Yields the product O=[N+]([O-])c1c(F)cccc1Nc1ccccc1F. As a reaction SMILES: [CH3:22][N:23]([CH3:24])[CH:25]=[O:26].[F:11][c:12]1[c:13]([N+:19](=[O:20])[O-:21])[c:14]([F:18])[cH:15][cH:16][cH:17]1.[H-:9].[NH2:1][c:2]1[cH:3][cH:4][cH:5][cH:6][c:7]1[F:8].[Na+:10]>>[NH:1]([c:2]1[cH:3][cH:4][cH:5][cH:6][c:7]1[F:8])[c:12]1[c:13]([N+:19](=[O:20])[O-:21])[c:14]([F:18])[cH:15][cH:16][cH:17]1. Reactants: [Li+].[OH-] (LiOH), C(C)(=O)NC1=CC=C(OC2=CC=C(C(=O)OC)C=C2)C=C1 (methyl 4-(4-acetamidophenoxy)benzoate), Cl (HCl). Solvent: O1CCOCC1 (dioxane). Conditions: time 90 minute. Yields the product C(C)(=O)NC1=CC=C(OC2=CC=C(C(=O)O)C=C2)C=C1 (4-(4-acetamidophenoxy)benzoic acid). Yield: 77.6%. As a reaction SMILES: [Li+].[OH-].[C:3]([NH:6][C:7]1[CH:23]=[CH:22][C:10]([O:11][C:12]2[CH:21]=[CH:20][C:15]([C:16]([O:18]C)=[O:17])=[CH:14][CH:13]=2)=[CH:9][CH:8]=1)(=[O:5])[CH3:4].Cl>O1CCOCC1>[C:3]([NH:6][C:7]1[CH:23]=[CH:22][C:10]([O:11][C:12]2[CH:21]=[CH:20][C:15]([C:16]([OH:18])=[O:17])=[CH:14][CH:13]=2)=[CH:9][CH:8]=1)(=[O:5])[CH3:4] |f:0.1|. Reported procedure: Aqueous LiOH (1M, 3.12 mL) is added to a suspension of methyl 4-(4-acetamidophenoxy)benzoate (445 mg, 1.6 mmol) in dioxane (6 mL). The reaction is stirred for 90 minutes at room temperature. Concentrated HCl (1.5 mL) is added to lower the pH to less than 6 and the resulting precipitate is collected by filtration. The filter cake is washed with water then dried to give 4-(4-acetamidophenoxy)benzoic acid (337 mg, 80%). MS for C15H13NO4 (ESI) (M−H)− m/z 270.